Dataset: the Open Reaction Database (ORD), a public repository of structured organic reaction records. Task: describe an organic reaction: reactants, conditions, products, and yield The reactants are BrCCCCl (bromopropylchloride), C([O-])([O-])=O.[Cs+].[Cs+] (cesium carbonate), C(C)(C)(C)OC(=O)N1CCC(CC1)N1C(NC2=C1C=CC=C2)=O (1-[N(Tert-butoxycarbonyl)piperidin-4yl]-1,3-dihydro-benzimidazol-2-one). The solvent is CC(=O)C (acetone). The product is C(C)(C)(C)OC(=O)N1CCC(CC1)N1C(N(C2=C1C=CC=C2)CCCCl)=O (1-[N-(Tert-butoxycarbonyl)piperidin-4yl]-3-(3-chloropropyl)-1,3-dihydrobenzimidazol-2-one). Yield: 100.0%. RXN SMILES: [C:1]([O:5][C:6]([N:8]1[CH2:13][CH2:12][CH:11]([N:14]2[C:18]3[CH:19]=[CH:20][CH:21]=[CH:22][C:17]=3[NH:16][C:15]2=[O:23])[CH2:10][CH2:9]1)=[O:7])([CH3:4])([CH3:3])[CH3:2].Br[CH2:25][CH2:26][CH2:27][Cl:28].C(=O)([O-])[O-].[Cs+].[Cs+]>CC(C)=O>[C:1]([O:5][C:6]([N:8]1[CH2:13][CH2:12][CH:11]([N:14]2[C:18]3[CH:19]=[CH:20][CH:21]=[CH:22][C:17]=3[N:16]([CH2:25][CH2:26][CH2:27][Cl:28])[C:15]2=[O:23])[CH2:10][CH2:9]1)=[O:7])([CH3:4])([CH3:2])[CH3:3] |f:2.3.4|. Reported procedure: A mixture of Compound 9 (1.7 g, 5.3 mM), as prepared in Example 9, bromopropylchloride (5.3 ml, 5.3 mM) and cesium carbonate (3.5 g, 10.6 mM) in acetone (60 ml) was stirred at reflux for 24 hours then cooled to RT. The acetone was removed under reduced pressure, the residue diluted with water (60 ml) and the aqueous mixture was extracted with ethyl acetate (2×60 ml). The combined ethyl acetate layers were dried over MgSO4 and evaporated in vacuo to give the product (2.1 g, 100%) as an oil that s... The reactants are N(=[N+]=[N-])C[C@@H]1CN(CCO1)C(=O)OC(C)(C)C ((S)-tert-butyl 2-(azidomethyl)morpholine-4-carboxylate). The reagents and catalysts are [Pd] (Pd/C). The solvent is CO (MeOH). Conditions: time 1 hour. The product is NC[C@@H]1CN(CCO1)C(=O)OC(C)(C)C ((R)-tert-butyl 2-(aminomethyl)morpholine-4-carboxylate). Reaction SMILES: [N:1]([CH2:4][C@H:5]1[O:10][CH2:9][CH2:8][N:7]([C:11]([O:13][C:14]([CH3:17])([CH3:16])[CH3:15])=[O:12])[CH2:6]1)=[N+]=[N-]>CO.[Pd]>[NH2:1][CH2:4][C@H:5]1[O:10][CH2:9][CH2:8][N:7]([C:11]([O:13][C:14]([CH3:17])([CH3:16])[CH3:15])=[O:12])[CH2:6]1. Reported procedure: (S)-tert-butyl 2-(azidomethyl)morpholine-4-carboxylate (31 g, 127.95 mmol) was dissolved in MeOH (400 ml), and Pd/C (5%, 6 g) was added, followed by stirring under H2 (gas) for 1 hour. After the completion of the reaction, the reaction mixture was filtered through celite, followed by drying, and then the next reaction was advanced. Starting materials: ClC1=CC=2C=3N(C(NC2C=C1)=O)N=C(N3)COC (9-chloro-2-methoxymethyl-6H-[1,2,4]triazolo[1,5-c]quinazolin-5-one), ClC1=CC=2C=3N(C(NC2C=C1)=O)N=C(N3)C3CC3 (9-chloro-2-cyclopropyl-6H-[1,2,4]triazolo[1,5-c]quinazolin-5-one). Product: ClC1=CC(=C(C=C1)N)C=1NN=C(N1)COC (4-Chloro-2-(5-methoxymethyl-2H-[1,2,4]triazol-3-yl)-phenylamine). Isolated yield 92.3%. RXN SMILES: [Cl:1][C:2]1[CH:11]=[CH:10][C:9]2[NH:8]C(=O)[N:6]3[N:13]=[C:14]([CH2:16][O:17][CH3:18])[N:15]=[C:5]3[C:4]=2[CH:3]=1.ClC1C=CC2NC(=O)N3N=C(C4CC4)N=C3C=2C=1>>[Cl:1][C:2]1[CH:11]=[CH:10][C:9]([NH2:8])=[C:4]([C:5]2[NH:6][N:13]=[C:14]([CH2:16][O:17][CH3:18])[N:15]=2)[CH:3]=1. Procedure details: As described for example 1b) 9-chloro-2-methoxymethyl-6H-[1,2,4]triazolo[1,5-c]quinazolin-5-one (73.4 g, 277 mmol), instead of 9-chloro-2-cyclopropyl-6H-[1,2,4]triazolo[1,5-c]quinazolin-5-one, was converted to the title compound (61.0 g, 92%) which was obtained as a brown solid. MS: m/e=238.9 [M+H]+. Reactants: COC(=O)C(N)Cc1ccc(OCc2ccccc2)cc1, CC(C)CCON=O, CC(=O)O, ClC(Cl)Cl. Yields the product COC(=O)C(Cc1ccc(OCc2ccccc2)cc1)=[N+]=[N-]. Reaction SMILES: [CH3:1][O:2][C:3]([CH:4]([NH2:5])[CH2:6][c:7]1[cH:8][cH:9][c:10]([O:13][CH2:14][c:15]2[cH:16][cH:17][cH:18][cH:19][cH:20]2)[cH:11][cH:12]1)=[O:21].[CH3:22][CH:23]([CH2:24][CH2:25][O:26][N:28]=[O:27])[CH3:29].[CH3:30][C:31](=[O:32])[OH:33].[CH:34]([Cl:35])([Cl:36])[Cl:37]>>[CH3:1][O:2][C:3]([C:4](=[N+:5]=[N-:28])[CH2:6][c:7]1[cH:8][cH:9][c:10]([O:13][CH2:14][c:15]2[cH:16][cH:17][cH:18][cH:19][cH:20]2)[cH:11][cH:12]1)=[O:21]. Starting materials: C(=O)(OC)COC1=CC=C(C=C1)CC(C)=O (1-(4-Carbomethoxymethoxyphenyl)propan-2-one), COC(CN)C1=C(C(=CC=C1)F)F (2-methoxy-2-(2,3-difluorophenyl)ethanamine), [H][H] (hydrogen). The reagents and catalysts are [Pt] (platinum). Run in CO (methanol). The product is C(=O)(OC)COC1=CC=C(C=C1)CC(C)NCC(C1=C(C(=CC=C1)F)F)OC (N-[2-(4-Carbomethoxymethoxyphenyl)-1-methyl ethyl]-2-methoxy-2-(2,3-difluorophenyl)ethanamine). RXN SMILES: [C:1]([CH2:5][O:6][C:7]1[CH:12]=[CH:11][C:10]([CH2:13][C:14](=O)[CH3:15])=[CH:9][CH:8]=1)([O:3][CH3:4])=[O:2].[CH3:17][O:18][CH:19]([C:22]1[CH:27]=[CH:26][CH:25]=[C:24]([F:28])[C:23]=1[F:29])[CH2:20][NH2:21].[H][H]>CO.[Pt]>[C:1]([CH2:5][O:6][C:7]1[CH:12]=[CH:11][C:10]([CH2:13][CH:14]([NH:21][CH2:20][CH:19]([O:18][CH3:17])[C:22]2[CH:27]=[CH:26][CH:25]=[C:24]([F:28])[C:23]=2[F:29])[CH3:15])=[CH:9][CH:8]=1)([O:3][CH3:4])=[O:2]. Procedure details: 1-(4-Carbomethoxymethoxyphenyl)propan-2-one (2.20 g) and 2-methoxy-2-(2,3-difluorophenyl)ethanamine (1.87 g) in methanol (50 ml) was hydrogenated in the presence of platinum (from platinum oxide, 50 mg) until hydrogen uptake ceased. The solution was filtered through diatomaceous earth, and the solvent removed under reduced pressure. Chromatography of the residue on silica-gel eluting with 2% methanol in dichloromethane gave the title compound as an oil. The product was used in Example 54 without... Starting materials: BrC1C(NC(S1)=O)=O (5-bromo-thiazolidine-2,4-dione), SC1=NC=CC=C1 (2-mercaptopyridine), C[Si](C)(C)[N-][Si](C)(C)C.[Li+] (lithium bis(trimethylsilyl)amide). Solvent: C1CCOC1 (THF). Conditions: time 3 hour. The product is C1=CC=NC(=C1)SC2C(=O)NC(=O)S2 (5-(Pyridine-2-sulfanyl)-thiazolidine-2,4-dione). Isolated yield 93.5%. Reaction SMILES: Br[CH:2]1[S:6][C:5](=[O:7])[NH:4][C:3]1=[O:8].[SH:9][C:10]1[CH:15]=[CH:14][CH:13]=[CH:12][N:11]=1.C[Si]([N-][Si](C)(C)C)(C)C.[Li+]>C1COCC1>[CH:14]1[CH:15]=[C:10]([S:9][CH:2]2[S:6][C:5](=[O:7])[NH:4][C:3]2=[O:8])[N:11]=[CH:12][CH:13]=1 |f:2.3|. Procedure details: To a solution of 5-bromo-thiazolidine-2,4-dione (28.24 g, 0.144 mol) and 2-mercaptopyridine [(II), 16.0 g, 0.144 moll] in dry THF (200 mL) at -78° C. was added lithium bis(trimethylsilyl)amide (1.0M in hexanes, 317 mL, 0.317 mol) dropwise over a 40 min period. After 30 min. the reaction mixture was warmed to room temperature. After an additional 3 hr, 10% HC1 was added to pH=1. The layers were separated and the aqueous phase was extracted with ethyl acetate (2×500 mL). The combined organic phase... Reactants: CS(=O)(=O)OCC=1C=NC=NC1 (pyrimidin-5-ylmethyl methanesulfonate), N1=C(C=NC=C1)CO (pyrazin-2-ylmethanol). The product is CS(=O)(=O)OCC1=NC=CN=C1 (Pyrazin-2-ylmethyl methanesulfonate). Reaction SMILES: [CH3:1][S:2]([O:5][CH2:6][C:7]1[CH:8]=[N:9][CH:10]=NC=1)(=[O:4])=[O:3].[N:13]1C=CN=C[C:14]=1CO>>[CH3:1][S:2]([O:5][CH2:6][C:7]1[CH:8]=[N:9][CH:10]=[CH:14][N:13]=1)(=[O:3])=[O:4]. Procedure details: Pyrazin-2-ylmethyl methanesulfonate was prepared in a similar manner as used to prepare pyrimidin-5-ylmethyl methanesulfonate using pyrazin-2-ylmethanol instead of pyrimidin-5-ylmethanol. LCMS-ESI+ (m/z): [M+H]+ calc'd for C6H8N2O3S: 189.03; found: 189.01. As a reaction SMILES: [CH2:1]([c:2]1[cH:3][n:4][c:5](-[c:6]2[cH:7][cH:8][c:9]([OH:10])[cH:11][cH:12]2)[n:13][cH:14]1)[CH2:15][CH2:16][CH2:17][CH2:18][CH2:19][CH2:20][CH2:21][CH2:22][CH2:23][CH3:24].[CH2:37]([CH2:38][CH3:39])[c:40]1[cH:41][cH:42][c:43]([C:45](=[O:46])[O:47][CH3:48])[s:44]1.[F:25][c:26]1[cH:27][c:28]([C:29]([OH:30])=[O:31])[s:32][c:33]1[CH2:34][CH2:35][CH3:36].[OH:49][N+:50]([O-:51])=[O:52].[S:53](=[O:54])(=[O:55])([OH:56])[OH:57]>>[CH2:37]([CH2:38][CH3:39])[c:40]1[c:41]([N+:50](=[O:49])[O-:51])[cH:42][c:43]([C:45](=[O:46])[O:47][CH3:48])[s:44]1. The reactants are CCCCCCCCCCCc1cnc(-c2ccc(O)cc2)nc1, CCCc1ccc(C(=O)OC)s1, CCCc1sc(C(=O)O)cc1F, O=[N+]([O-])O, O=S(=O)(O)O. The product is CCCc1sc(C(=O)OC)cc1[N+](=O)[O-]. The reactants are CN1C(=NC(=C1)C=1CCC(NN1)=O)C1=CC=CC=C1 (4,5-dihydro-6-(1-methyl-2-phenyl-1H-imidazol-4-yl)-3(2H)-pyridazinone). Reagents/catalysts: O=[Mn]=O (MnO2), O=[Mn]=O (MnO2). Run in O1CCOCC1 (dioxane). Conditions: temperature 70 celsius, time 20 hour. The product is CN1C(=NC(=C1)C=1C=CC(NN1)=O)C1=CC=CC=C1 (6-(1-methyl-2-phenyl-1H-imidazol-4-yl)-3(2H)-pyridazinone). Isolated yield 41.2%. Reaction SMILES: [CH3:1][N:2]1[CH:6]=[C:5]([C:7]2[CH2:8][CH2:9][C:10](=[O:13])[NH:11][N:12]=2)[N:4]=[C:3]1[C:14]1[CH:19]=[CH:18][CH:17]=[CH:16][CH:15]=1>O=[Mn]=O.O1CCOCC1>[CH3:1][N:2]1[CH:6]=[C:5]([C:7]2[CH:8]=[CH:9][C:10](=[O:13])[NH:11][N:12]=2)[N:4]=[C:3]1[C:14]1[CH:19]=[CH:18][CH:17]=[CH:16][CH:15]=1. Reported procedure: A vigorously stirred mixture of 2.2 g of 4,5-dihydro-6-(1-methyl-2-phenyl-1H-imidazol-4-yl)-3(2H)-pyridazinone, Example 1, Isomer A, MnO2 (Aldrich Chemical, 12 g) and dioxane (175 ml) is heated to 70° C. for 22 hours. The temperature is raised to 100° C. and maintained there for another 25 hours. Additional MnO2 (8 g) is added and refluxing continued for an additional 20 hours. The mixture is filtered, washed with hot dioxane, and finally with warm tetrahydrofuran. The combined filtrate and wash...